From a dataset of the Open Reaction Database (ORD), a public repository of structured organic reaction records. describe an organic reaction: reactants, conditions, products, and yield Solvent: C1CCOC1 (THF). As a reaction SMILES: CCCC[N+](CCCC)(CCCC)CCCC.[F-].[CH3:19][C:20]1[CH:29]=[C:28]([C:30]#[C:31][Si](C)(C)C)[CH:27]=[CH:26][C:21]=1[O:22][CH2:23][CH2:24][OH:25].CCOC(C)=O>C1COCC1>[C:30]([C:28]1[CH:27]=[CH:26][C:21]([O:22][CH2:23][CH2:24][OH:25])=[C:20]([CH3:19])[CH:29]=1)#[CH:31] |f:0.1|. Product: C(#C)C1=CC(=C(OCCO)C=C1)C (2-(4-ethynyl-2-methylphenoxy)ethanol). Reported procedure: 20.8 g (74.4 mmol) of TBAF was added at RT to a solution of 16.8 g (67.6 mmol) of 2-(2-methyl-4-trimethylsilanylethynylphenoxy)ethanol in 500 mL of THF and the mixture was stirred for 3 hours at RT. The reaction mixture was evaporated down in vacuo and the residue dissolved in EtOAc. The organic phase was washed with water and saturated aqueous NaCl solution, dried over sodium sulfate, and evaporated down in vacuo. The crude product was used in the next reaction step without further purification... Starting materials: CCCC[N+](CCCC)(CCCC)CCCC.[F-] (TBAF), CC1=C(OCCO)C=CC(=C1)C#C[Si](C)(C)C (2-(2-methyl-4-trimethylsilanylethynylphenoxy)ethanol), CCOC(=O)C (EtOAc). Conditions: time 3 hour. Starting materials: CCOC(C)=O, CCOC(=O)N1C=Cc2cc(OCc3ccccc3)c(OC)cc2C1Cc1cccc(OC)c1, CN(C)C=O, CC(=O)[O-], CCCCCC, ClCCl, [K+], O, O=P(Cl)(Cl)Cl. Yields the product CCOC(=O)N1C=C(C=O)c2cc(OCc3ccccc3)c(OC)cc2C1Cc1cccc(OC)c1. As a reaction SMILES: [C:60]([O:61][CH2:62][CH3:63])(=[O:64])[CH3:65].[CH2:11]([CH3:12])[O:13][C:14](=[O:15])[N:16]1[CH:17]([CH2:36][c:37]2[cH:38][c:39]([O:43][CH3:44])[cH:40][cH:41][cH:42]2)[c:18]2[cH:19][c:20]([O:34][CH3:35])[c:21]([O:26][CH2:27][c:28]3[cH:29][cH:30][cH:31][cH:32][cH:33]3)[cH:22][c:23]2[CH:24]=[CH:25]1.[CH3:1][N:2]([CH:3]=[O:4])[CH3:5].[CH3:46][C:47](=[O:48])[O-:49].[CH3:54][CH2:55][CH2:56][CH2:57][CH2:58][CH3:59].[Cl:50][CH2:51][Cl:52].[K+:45].[OH2:53].[P:6]([Cl:7])([Cl:8])([Cl:9])=[O:10]>>[CH:3](=[O:4])[C:24]1=[CH:25][N:16]([C:14]([O:13][CH2:11][CH3:12])=[O:15])[CH:17]([CH2:36][c:37]2[cH:38][c:39]([O:43][CH3:44])[cH:40][cH:41][cH:42]2)[c:18]2[cH:19][c:20]([O:34][CH3:35])[c:21]([O:26][CH2:27][c:28]3[cH:29][cH:30][cH:31][cH:32][cH:33]3)[cH:22][c:23]21. Reaction SMILES: [CH3:1][C:2]1[CH:8]=[CH:7][C:5]([NH2:6])=[CH:4][C:3]=1[N:9]1[C:16]2[N:12]([N:13]=[C:14]([C:17]3[CH:18]=[N:19][CH:20]=[CH:21][CH:22]=3)[CH:15]=2)[CH:11]=[CH:10]1.[C:23]([C:25]1[CH:26]=[C:27]([CH:31]=[C:32]([C:34]2([OH:38])[CH2:37][CH2:36][CH2:35]2)[CH:33]=1)[C:28](O)=[O:29])#[N:24]>>[C:23]([C:25]1[CH:26]=[C:27]([CH:31]=[C:32]([C:34]2([OH:38])[CH2:35][CH2:36][CH2:37]2)[CH:33]=1)[C:28]([NH:6][C:5]1[CH:7]=[CH:8][C:2]([CH3:1])=[C:3]([N:9]2[C:16]3[N:12]([N:13]=[C:14]([C:17]4[CH:18]=[N:19][CH:20]=[CH:21][CH:22]=4)[CH:15]=3)[CH:11]=[CH:10]2)[CH:4]=1)=[O:29])#[N:24]. Procedure: Analogously to the process described in Example 26, 80 mg (0.276 mmol) of the compound of Example 6A and 60 mg (0.276 mmol) of the compound of Example 73A gave 115 mg (82% of theory, 96% pure) of the title compound. In this case, the reaction time was 1 h. Final trituration of the product was carried out using a mixture of 10 ml of pentane and 2 ml of diisopropyl ether. The reactants are CC1=C(C=C(N)C=C1)N1C=CN2N=C(C=C21)C=2C=NC=CC2 (4-Methyl-3-[6-(pyridin-3-yl)-1H-imidazo[1,2-b]pyrazol-1-yl]aniline), C(#N)C=1C=C(C(=O)O)C=C(C1)C1(CCC1)O (3-Cyano-5-(1-hydroxycyclobutyl)benzoic acid). Product: C(#N)C=1C=C(C(=O)NC2=CC(=C(C=C2)C)N2C=CN3N=C(C=C32)C=3C=NC=CC3)C=C(C1)C1(CCC1)O (3-Cyano-5-(1-hydroxycyclobutyl)-N-{4-methyl-3-[6-(pyridin-3-yl)-1H-imidazo[1,2-b]pyrazol-1-yl]phenyl}benzamide). The reactants are C(C)(C)(C)OC(NC1CCC(CC1)NC=1C=2N(C=CN1)C(=CN2)C2=NC(=CC=C2)Br)=O ({4-[3-(6-bromo-pyridin-2-yl)-imidazo[1,2-a]pyrazin-8-ylamino]-cyclohexyl}-carbamic acid tert-butyl ester), S1C(=CC=C1)NC (thiophen-2-yl-methylamine), CN(C)C1=CC=CC=C1C2=CC=CC=C2P(C3CCCCC3)C4CCCCC4 (Davephos), CC(C)(C)[O-].[Na+] (NaOtBu). Reagents/catalysts: C=1C=CC(=CC1)/C=C/C(=O)/C=C/C2=CC=CC=C2.C=1C=CC(=CC1)/C=C/C(=O)/C=C/C2=CC=CC=C2.C=1C=CC(=CC1)/C=C/C(=O)/C=C/C2=CC=CC=C2.[Pd].[Pd] (Pd2(dba)3). The solvent is O1CCOCC1 (dioxane). Run at temperature 110 celsius. The product is C(C)(C)(C)OC(NC1CCC(CC1)NC=1C=2N(C=CN1)C(=CN2)C2=NC(=CC=C2)NCC=2SC=CC2)=O ([4-(3-{6-[(thiophen-2-ylmethyl)-amino]-pyridin-2-yl}-imidazo[1,2-a]pyrazin-8-ylamino)-cyclohexyl]-carbamic acid tert-butyl ester). As a reaction SMILES: [C:1]([O:5][C:6](=[O:31])[NH:7][CH:8]1[CH2:13][CH2:12][CH:11]([NH:14][C:15]2[C:16]3[N:17]([C:21]([C:24]4[CH:29]=[CH:28][CH:27]=[C:26](Br)[N:25]=4)=[CH:22][N:23]=3)[CH:18]=[CH:19][N:20]=2)[CH2:10][CH2:9]1)([CH3:4])([CH3:3])[CH3:2].[S:32]1[CH:36]=[CH:35][CH:34]=[C:33]1NC.[CH3:39][N:40](C1C(C2C(P(C3CCCCC3)C3CCCCC3)=CC=CC=2)=CC=CC=1)C.CC([O-])(C)C.[Na+]>O1CCOCC1.C1C=CC(/C=C/C(/C=C/C2C=CC=CC=2)=O)=CC=1.C1C=CC(/C=C/C(/C=C/C2C=CC=CC=2)=O)=CC=1.C1C=CC(/C=C/C(/C=C/C2C=CC=CC=2)=O)=CC=1.[Pd].[Pd]>[C:1]([O:5][C:6](=[O:31])[NH:7][CH:8]1[CH2:13][CH2:12][CH:11]([NH:14][C:15]2[C:16]3[N:17]([C:21]([C:24]4[CH:29]=[CH:28][CH:27]=[C:26]([NH:40][CH2:39][C:33]5[S:32][CH:36]=[CH:35][CH:34]=5)[N:25]=4)=[CH:22][N:23]=3)[CH:18]=[CH:19][N:20]=2)[CH2:10][CH2:9]1)([CH3:4])([CH3:3])[CH3:2] |f:3.4,6.7.8.9.10|. Procedure: A mixture of {4-[3-(6-bromo-pyridin-2-yl)-imidazo[1,2-a]pyrazin-8-ylamino]-cyclohexyl}-carbamic acid tert-butyl ester (from Example 40 supra) (0.244 g, 0.5 mmol), thiophen-2-yl-methylamine (0.113 g, 1.0 mmol), Pd2(dba)3 (30 mg), Davephos (40 mg), NaOtBu (100 mg, 0.1 mmol) in dioxane (15 mL) in a sealed tube was bubbled with N2 for several minutes and then heated under N2 at 110° C. for 16 hour. The solution was then cooled to room temperature and filtered. The filtrate was concentrated under red... Starting materials: COC(C=1C(C(=O)OC)=C(C=CC1)NC1=CC(=CC=C1)OC)=O (3-(3-methoxy-phenylamino)-phthalic acid dimethyl ester), [OH-].[Na+] (NaOH). Solvent: C(C)O (ethanol). Product: COC=1C=C(C=CC1)NC1=C(C(C(=O)O)=CC=C1)C(=O)O (3-(3-Methoxy-phenylamino)-phthalic acid). Isolated yield 82.0%. Reaction SMILES: C[O:2][C:3](=[O:23])[C:4]1[C:5](=[C:10]([NH:14][C:15]2[CH:20]=[CH:19][CH:18]=[C:17]([O:21][CH3:22])[CH:16]=2)[CH:11]=[CH:12][CH:13]=1)[C:6]([O:8]C)=[O:7].[OH-].[Na+]>C(O)C>[CH3:22][O:21][C:17]1[CH:16]=[C:15]([NH:14][C:10]2[CH:11]=[CH:12][CH:13]=[C:4]([C:3]([OH:23])=[O:2])[C:5]=2[C:6]([OH:8])=[O:7])[CH:20]=[CH:19][CH:18]=1 |f:1.2|. Reported procedure: A mixture of 3-(3-methoxy-phenylamino)-phthalic acid dimethyl ester (0.43 g, 1.4 mmol) and 3N NaOH (25 mL) in ethanol (50 mL) was heated to reflux for 2 hours and cooled to room temperature. The solvent was removed under vacuum and the residue was dissolved in water (50 mL), washed with CH2Cl2 (2×50 mL), and acidified with 6N HCl to pH 1-2. The resulting mixture was extracted with ethyl acetate (2×50 mL). The organic extracts were washed with water (2×50 mL) and dried (MgSO4). After filtration o... Starting materials: intermediate 174, FC1=CC(=C(CNC(=O)C=2N=C3C(OCCN3C(C2OCC2=CC=CC=C2)=O)(C)C)C=C1)I (N-(4-fluoro-2-iodobenzyl)-3-(benzyloxy)-9,9-dimethyl-4-oxo-4,6,7,9-tetrahydropyrimido[2,1-c][1,4]oxazine-2-carboxamide), C[Si](C)(C)C#C ((trimethylsilyl)acetylene), C1(=CC=CC=C1)P(C1=CC=CC=C1)C1=CC=CC=C1 (triphenylphosphine). Reagents/catalysts: Cl[Pd]([P](C1=CC=CC=C1)(C2=CC=CC=C2)C3=CC=CC=C3)([P](C4=CC=CC=C4)(C5=CC=CC=C5)C6=CC=CC=C6)Cl (dichlorobis(triphenylphosphine)palladium(II)), [Cu]I (copper(1) iodide). Run in CN(C=O)C (N,N-dimethylformamide), N1CCCCC1 (piperidine), C(C)(=O)OCC (ethyl acetate). Run at temperature 50 celsius. Yields the product FC1=CC(=C(CNC(=O)C=2N=C3C(OCCN3C(C2OCC2=CC=CC=C2)=O)(C)C)C=C1)C#C[Si](C)(C)C (N-(4-Fluoro-2-(2-(trimethylsilyl)ethynyl)benzyl)-3-(benzyloxy)-9,9-dimethyl-4-oxo-4,6,7,9-tetrahydropyrimido[2,1-c][1,4]oxazine-2-carboxamide). Yield: 62.7%. RXN SMILES: [F:1][C:2]1[CH:32]=[CH:31][C:5]([CH2:6][NH:7][C:8]([C:10]2[N:11]=[C:12]3[N:17]([C:18](=[O:28])[C:19]=2[O:20][CH2:21][C:22]2[CH:27]=[CH:26][CH:25]=[CH:24][CH:23]=2)[CH2:16][CH2:15][O:14][C:13]3([CH3:30])[CH3:29])=[O:9])=[C:4](I)[CH:3]=1.C1(P(C2C=CC=CC=2)C2C=CC=CC=2)C=CC=CC=1.[CH3:53][Si:54]([C:57]#[CH:58])([CH3:56])[CH3:55]>CN(C)C=O.N1CCCCC1.C(OCC)(=O)C.Cl[Pd](Cl)([P](C1C=CC=CC=1)(C1C=CC=CC=1)C1C=CC=CC=1)[P](C1C=CC=CC=1)(C1C=CC=CC=1)C1C=CC=CC=1.[Cu]I>[F:1][C:2]1[CH:32]=[CH:31][C:5]([CH2:6][NH:7][C:8]([C:10]2[N:11]=[C:12]3[N:17]([C:18](=[O:28])[C:19]=2[O:20][CH2:21][C:22]2[CH:27]=[CH:26][CH:25]=[CH:24][CH:23]=2)[CH2:16][CH2:15][O:14][C:13]3([CH3:30])[CH3:29])=[O:9])=[C:4]([C:58]#[C:57][Si:54]([CH3:56])([CH3:55])[CH3:53])[CH:3]=1 |^1:78,97|. Reported procedure: A solution of intermediate 174, N-(4-fluoro-2-iodobenzyl)-3-(benzyloxy)-9,9-dimethyl-4-oxo-4,6,7,9-tetrahydropyrimido[2,1-c][1,4]oxazine-2-carboxamide (0.277 g, 0.49 mmol) in a mixture of N,N-dimethylformamide (3 ml) and piperidine (1.2 ml) was treated under argon with dichlorobis(triphenylphosphine)palladium(II) (0.020 g), triphenylphosphine (0.010 g), copper(1) iodide (0.010 g) followed by (trimethylsilyl)acetylene (0.21 ml, 1.47 mmol). The resulting mixture was sealed and heated at 50° C. for...